This data is from the Open Reaction Database (ORD), a public repository of structured organic reaction records. The task is: describe an organic reaction: reactants, conditions, products, and yield Starting materials: FC1=CC=C(C=C1)C1=CC(OC2=CC(=CC=C12)NC(OC(C)(C)C)=O)(C)C (tert-butyl [4-(4-fluorophenyl)-2,2-dimethyl-2H-chromen-7-yl]carbamate). Solvent: Cl.ClCCl (hydrochloric acid dichloromethane). Conditions: time 8 hour. The product is FC1=CC=C(C=C1)C1=CC(OC2=CC(=CC=C12)N)(C)C (4-(4-fluorophenyl)-2,2-dimethyl-2H-chromen-7-amine). Reaction SMILES: [F:1][C:2]1[CH:7]=[CH:6][C:5]([C:8]2[C:17]3[C:12](=[CH:13][C:14]([NH:18]C(=O)OC(C)(C)C)=[CH:15][CH:16]=3)[O:11][C:10]([CH3:27])([CH3:26])[CH:9]=2)=[CH:4][CH:3]=1>Cl.ClCCl>[F:1][C:2]1[CH:7]=[CH:6][C:5]([C:8]2[C:17]3[C:12](=[CH:13][C:14]([NH2:18])=[CH:15][CH:16]=3)[O:11][C:10]([CH3:27])([CH3:26])[CH:9]=2)=[CH:4][CH:3]=1 |f:1.2|. Procedure: A mixture of the compound obtained in (4) described above (2.8 g) and 2M hydrochloric acid-dichloromethane solution (100 mL) was stirred at room temperature overnight. The reaction mixture was washed successively with a saturated aqueous solution of sodium bicarbonate and brine, dried over sodium sulfate and concentrated in vacuo. The residue is purified by flush chromatography on silica gel (Solvent; petroleum ether/ethyl acetate=25/1) to give the titled compound (1.9 g) as a yellow powder.